describe an organic reaction: reactants, conditions, products, and yield From a dataset of the Open Reaction Database (ORD), a public repository of structured organic reaction records. Reactants: O=[N+]([O-])c1ccc(SCc2ccccc2)nc1, CN(C)C=O. Product: Nc1ccc(SCc2ccccc2)nc1. As a reaction SMILES: [CH2:1]([c:2]1[cH:3][cH:4][cH:5][cH:6][cH:7]1)[S:8][c:9]1[n:10][cH:11][c:12]([N+:15]([O-:16])=[O:17])[cH:13][cH:14]1.[CH3:18][N:19]([CH3:20])[CH:21]=[O:22]>>[CH2:1]([c:2]1[cH:3][cH:4][cH:5][cH:6][cH:7]1)[S:8][c:9]1[n:10][cH:11][c:12]([NH2:15])[cH:13][cH:14]1. Starting materials: O.Cl.Cl.N1=CC=CC2=CC=C(C=C12)OCCCNCC1COC2=C(O1)C=C(C=C2)OC (N-[3-(Quinolin-7-yloxy)propyl]-2,3-dihydro-7-methoxy-1,4-benzodioxin-2-methanamine dihydrochloride monohydrate), ice, C([O-])(O)=O.[Na+] (sodium bicarbonate), ice. Run in Br (HBr). The product is N1=CC=CC2=CC=C(C=C12)OCCCNCC1COC2=C(O1)C=C(C=C2)O (N-[3-(Quinolin-7-yloxy)propyl]-2,3-dihydro-7-hydroxy-1,4-benzodioxin-2-methanamine). Yield: 68.2%. As a reaction SMILES: O.Cl.Cl.[N:4]1[C:13]2[C:8](=[CH:9][CH:10]=[C:11]([O:14][CH2:15][CH2:16][CH2:17][NH:18][CH2:19][CH:20]3[O:25][C:24]4[CH:26]=[C:27]([O:30]C)[CH:28]=[CH:29][C:23]=4[O:22][CH2:21]3)[CH:12]=2)[CH:7]=[CH:6][CH:5]=1.C(=O)(O)[O-].[Na+]>Br>[N:4]1[C:13]2[C:8](=[CH:9][CH:10]=[C:11]([O:14][CH2:15][CH2:16][CH2:17][NH:18][CH2:19][CH:20]3[O:25][C:24]4[CH:26]=[C:27]([OH:30])[CH:28]=[CH:29][C:23]=4[O:22][CH2:21]3)[CH:12]=2)[CH:7]=[CH:6][CH:5]=1 |f:0.1.2.3,4.5|. Procedure details: N-[3-(Quinolin-7-yloxy)propyl]-2,3-dihydro-7-methoxy-1,4-benzodioxin-2-methanamine dihydrochloride monohydrate (0.94 g, 2.0 mmole), prepared above in Example 4, was dissolved in 10 ml of 48% HBr and refluxed for 24 hours under a nitrogen atmosphere. Upon cooling, the mixture was poured into 100 ml of saturated sodium bicarbonate solution to which 50 g of ice had been added. When the ice had melted, the mixture was extracted three times with 150 ml portions of 3:1 dichloromethane-isopropanol, the... The reactants are C, COP(=O)(CC(O)C(CC(C)C)N(Cc1ccccc1)Cc1ccccc1)OC, CO, [Pd]. Yields the product COP(=O)(CC(O)C(N)CC(C)C)OC. As a reaction SMILES: [C:32].[CH3:1][O:2][P:3]([O:4][CH3:5])(=[O:6])[CH2:7][CH:8]([CH:9]([CH2:10][CH:11]([CH3:12])[CH3:13])[N:14]([CH2:15][c:16]1[cH:17][cH:18][cH:19][cH:20][cH:21]1)[CH2:22][c:23]1[cH:24][cH:25][cH:26][cH:27][cH:28]1)[OH:29].[CH3:30][OH:31].[Pd:33]>>[CH3:1][O:2][P:3]([O:4][CH3:5])(=[O:6])[CH2:7][CH:8]([CH:9]([CH2:10][CH:11]([CH3:12])[CH3:13])[NH2:14])[OH:29].